This data is from the Open Reaction Database (ORD), a public repository of structured organic reaction records. The task is: describe an organic reaction: reactants, conditions, products, and yield Reactants: CC1(OC(NC2=C1C=C(C=C2)C2=C(C=C(N2C)C#N)C)=O)C (5-(4,4-dimethyl-2-oxo-1,4-dihydro-2H-3,1-benzoxazin-6-yl)-1,4-dimethyl-1H-pyrrole-2-carbonitrile), BrN1C(CCC1=O)=O (N-bromosuccinimide), O (water), N1=CC=CC=C1 (Pyridine). The solvent is C1CCOC1 (THF). Conditions: time 16 hour. Product: CC1(OC(NC2=C1C=C(C=C2)C2=C(C(=C(N2C)C#N)Br)C)=O)C (5-(4,4-dimethyl-2-oxo-1,4-dihydro-2H-3,1-benzoxazin-6-yl)-3-bromo-1,4-dimethyl-1H-pyrrole-2-carbonitrile). As a reaction SMILES: [CH3:1][C:2]1([CH3:22])[C:7]2[CH:8]=[C:9]([C:12]3[N:16]([CH3:17])[C:15]([C:18]#[N:19])=[CH:14][C:13]=3[CH3:20])[CH:10]=[CH:11][C:6]=2[NH:5][C:4](=[O:21])[O:3]1.[Br:23]N1C(=O)CCC1=O.N1C=CC=CC=1.O>C1COCC1>[CH3:1][C:2]1([CH3:22])[C:7]2[CH:8]=[C:9]([C:12]3[N:16]([CH3:17])[C:15]([C:18]#[N:19])=[C:14]([Br:23])[C:13]=3[CH3:20])[CH:10]=[CH:11][C:6]=2[NH:5][C:4](=[O:21])[O:3]1. Procedure details: To a solution of 5-(4,4-dimethyl-2-oxo-1,4-dihydro-2H-3,1-benzoxazin-6-yl)-1,4-dimethyl-1H-pyrrole-2-carbonitrile (1 eq, 0.15 g, 0.51 mmol) in THF (5 mL) at −78° C. was added N-bromosuccinimide (1.1 eq, 0.1 g, 0.56 mmol). The solution was allowed to warm and stir for 16 hours. Pyridine (1 mL) was added and the mixture was poured into water (15 mL), the layers were separated, the aqueous layer was extracted with ethyl acetate (3×10 mL) and the combined organic layer was washed with brine, dried o... Product: N1C=CC2=CC(=CC=C12)NC=1C2=C(N=CN1)C=NC=C2 ((1H-Indol-5-yl)pyrido[3,4-d]pyrimidin-4-yl-amine). Starting materials: NC=1C=C2C=CNC2=CC1 (5-aminoindole), ClC=1C2=C(N=CN1)C=NC=C2 (4-chloropyrido[3,4-d]pyrimidine). Procedure details: This product was prepared in 15% yield from 5-aminoindole (1.1 eq.) and 4-chloropyrido[3,4-d]pyrimidine (1 eq.). MP 265° C.; LC-MS: 262 (MH+). Reaction SMILES: [NH2:1][C:2]1[CH:3]=[C:4]2[C:8](=[CH:9][CH:10]=1)[NH:7][CH:6]=[CH:5]2.Cl[C:12]1[C:13]2[CH:21]=[CH:20][N:19]=[CH:18][C:14]=2[N:15]=[CH:16][N:17]=1>>[NH:7]1[C:8]2[C:4](=[CH:3][C:2]([NH:1][C:12]3[C:13]4[CH:21]=[CH:20][N:19]=[CH:18][C:14]=4[N:15]=[CH:16][N:17]=3)=[CH:10][CH:9]=2)[CH:5]=[CH:6]1. Isolated yield 15.0%. The reactants are ClC=1C(=NC=CN1)OC1=CC=C(C=C1)NC=1SC2=C(N1)C=CC=C2 (N-(4-(3-chloropyrazin-2-yloxy)phenyl)benzo[d]thiazol-2-amine), Cl.O1CC(CCC1)N (tetrahydro-2H-pyran-3-amine hydrochloride), CCN(C(C)C)C(C)C (DIPEA). The solvent is C(C)(C)O (isopropyl alcohol). Reaction conditions: temperature 200 celsius, time 15 minute. Yields the product O1CC(CCC1)NC=1C(=NC=CN1)OC1=CC=C(C=C1)NC=1SC2=C(N1)C=CC=C2 (N-(4-(3-(tetrahydro-2H-pyran-3-ylamino)pyrazin-2-yloxy)phenyl)benzo[d]thiazol-2-amine). Reaction SMILES: Cl[C:2]1[C:3]([O:8][C:9]2[CH:14]=[CH:13][C:12]([NH:15][C:16]3[S:17][C:18]4[CH:24]=[CH:23][CH:22]=[CH:21][C:19]=4[N:20]=3)=[CH:11][CH:10]=2)=[N:4][CH:5]=[CH:6][N:7]=1.Cl.[O:26]1[CH2:31][CH2:30][CH2:29][CH:28]([NH2:32])[CH2:27]1.CCN(C(C)C)C(C)C>C(O)(C)C>[O:26]1[CH2:31][CH2:30][CH2:29][CH:28]([NH:32][C:2]2[C:3]([O:8][C:9]3[CH:10]=[CH:11][C:12]([NH:15][C:16]4[S:17][C:18]5[CH:24]=[CH:23][CH:22]=[CH:21][C:19]=5[N:20]=4)=[CH:13][CH:14]=3)=[N:4][CH:5]=[CH:6][N:7]=2)[CH2:27]1 |f:1.2|. Reported procedure: To a microwave vial was charged with N-(4-(3-chloropyrazin-2-yloxy)phenyl)benzo[d]thiazol-2-amine (0.25 g, 0.71 mmol), tetrahydro-2H-pyran-3-amine hydrochloride (0.19 g, 1.4 mmol), and DIPEA (0.49 mL, 2.8 mmol) in isopropyl alcohol (2 mL). The reaction was stirred and heated in a Discover® model microwave reactor (CEM, Matthews, N.C.) at 200° C. for 30 min (200 watts, Powermax™ feature on), then at the same temperature for another 15 min. The reaction mixture was partitioned between EtOAc and br... Reactants: C(C)OC(CCCCC1=NC=C(C=C1)CCCCN1C(C2=CC=CC=C2C1=O)=O)=O (5-{5-[4-(1,3-Dioxo-1,3-dihydro-isoindol-2-yl)-butyl]-pyridin-2-yl}-pentanoic acid ethyl ester), CN (methylamine). Solvent: CO (methanol). Yields the product CNC(CCCCC1=NC=C(C=C1)CCCCN)=O (5-[5-(4-Amino-butyl)-pyridin-2-yl]-pentanoic acid methylamide). As a reaction SMILES: C(O[C:4](=[O:30])[CH2:5][CH2:6][CH2:7][CH2:8][C:9]1[CH:14]=[CH:13][C:12]([CH2:15][CH2:16][CH2:17][CH2:18][N:19]2C(=O)C3C(=CC=CC=3)C2=O)=[CH:11][N:10]=1)C.[CH3:31][NH2:32]>CO>[CH3:31][NH:32][C:4](=[O:30])[CH2:5][CH2:6][CH2:7][CH2:8][C:9]1[CH:14]=[CH:13][C:12]([CH2:15][CH2:16][CH2:17][CH2:18][NH2:19])=[CH:11][N:10]=1. Procedure: A mixture of 8-6 (45 g, 110 mmol) and a saturated solution of methylamine in methanol (300 mL) in a sealed tube was heated at 70° C. for 12 hours. The mixture was cooled and concentrated to an oil. The residue was chromatographed on silica gel (10:10:1:1 EtOAc/EtOH/NH4OH/H2O) to give 8-7 as a yellow oil. Reaction SMILES: [N+:1]([C:4]1[CH:9]=[CH:8][CH:7]=[CH:6][C:5]=1[S:10][CH2:11][C@@H:12]([C:24]([OH:26])=[O:25])[NH:13][C:14]([O:16][CH2:17][C:18]1[CH:23]=[CH:22][CH:21]=[CH:20][CH:19]=1)=[O:15])([O-])=O.[Cl-].[NH4+]>[Zn].CO>[NH2:1][C:4]1[CH:9]=[CH:8][CH:7]=[CH:6][C:5]=1[S:10][CH2:11][C@@H:12]([C:24]([OH:26])=[O:25])[NH:13][C:14]([O:16][CH2:17][C:18]1[CH:19]=[CH:20][CH:21]=[CH:22][CH:23]=1)=[O:15] |f:1.2|. Reagents/catalysts: [Zn] (zinc). Reported procedure: A 5 l 3-neck flask fitted with a mechanical stirrer and condenser is charged with 62.1 g of S-(o-nitrophenyl)-N-carbobenzyloxy-L-cysteine, 17.6 g of ammonium chloride and 3 l of methanol. To this mixture is added 150 g of zinc dust. The reaction is heated for 4 hr at reflux and then stirred overnight at room temperature. The reaction is filtered through celite and the solids are further washed with 300 ml of boiling methanol. The methanol fractions are combined and concentrated. The residue is d... The solvent is CO (methanol). Starting materials: [N+](=O)([O-])C1=C(C=CC=C1)SC[C@H](NC(=O)OCC1=CC=CC=C1)C(=O)O (S-(o-nitrophenyl)-N-carbobenzyloxy-L-cysteine), [Cl-].[NH4+] (ammonium chloride). The product is NC1=C(C=CC=C1)SC[C@H](NC(=O)OCC1=CC=CC=C1)C(=O)O (S-(o-aminophenyl)-N-carbobenzyloxy-L-cysteine). Conditions: time 8 hour. Reactants: O (water), OS(=O)(=O)O (H2SO4), OO (H2O2), NC1=C(C(=NN1C1=C(C=C(C=C1Cl)C(F)(F)F)Cl)C#N)SC(F)(F)F (5-amino-3-cyano-1-(2,6-dichloro-4-trifluromethylphenyl)-4-trifluromethylthio pyrazole). The solvent is C(CCl)Cl (ethylene dichloride). Conditions: temperature 13.5 celsius. Product: C=1C(=CC(=C(C1Cl)N2C(=C(C(=N2)C#N)[S+](C(F)(F)F)[O-])N)Cl)C(F)(F)F (fipronil). Isolated yield 81.9%. Reaction SMILES: [NH2:1][C:2]1[N:6]([C:7]2[C:12]([Cl:13])=[CH:11][C:10]([C:14]([F:17])([F:16])[F:15])=[CH:9][C:8]=2[Cl:18])[N:5]=[C:4]([C:19]#[N:20])[C:3]=1[S:21][C:22]([F:25])([F:24])[F:23].[OH:26]S(O)(=O)=O.OO.O>C(Cl)CCl>[CH:11]1[C:10]([C:14]([F:15])([F:16])[F:17])=[CH:9][C:8]([Cl:18])=[C:7]([N:6]2[N:5]=[C:4]([C:19]#[N:20])[C:3]([S+:21]([O-:26])[C:22]([F:25])([F:24])[F:23])=[C:2]2[NH2:1])[C:12]=1[Cl:13]. Reported procedure: 3.0 liter of ethylene dichloride solvent & 421.0 gms of 5-amino-3-cyano-1-(2,6-dichloro-4-trifluromethylphenyl)-4-trifluromethylthio pyrazole was charged in a reactor flask with overhead stirring & condenser system. This mass was cooled to a temperature of about 5-10° C. and 2500.0 gms of H2SO4 (85.0% w/w) was added over a period of 3.0 to 4.0 hours. After that, 95.0 gms of H2O2 (50.0% w/w) was added to the aforesaid mass over a period of 3.0 hours at 11-13° C. The reaction temperature was maint... Starting materials: [Br-], CC(=O)c1ncc(Br)cn1, C1CCOC1, C[Mg+]. Yields the product CC(C)(O)c1ncc(Br)cn1. RXN SMILES: [Br-:11].[Br:1][c:2]1[cH:3][n:4][c:5]([C:8]([CH3:9])=[O:10])[n:6][cH:7]1.[CH2:14]1[O:15][CH2:16][CH2:17][CH2:18]1.[CH3:12][Mg+:13]>>[Br:1][c:2]1[cH:3][n:4][c:5]([C:8]([CH3:9])([OH:10])[CH3:12])[n:6][cH:7]1. The reactants are BrB(Br)Br, COc1ccc2c(c1)NC(=O)C2, ClCCl, O. The product is O=C1Cc2ccc(O)cc2N1. RXN SMILES: [B:13]([Br:14])([Br:15])[Br:16].[CH3:1][O:2][c:3]1[cH:4][cH:5][c:6]2[c:10]([cH:11]1)[NH:9][C:8](=[O:12])[CH2:7]2.[Cl:18][CH2:19][Cl:20].[OH2:17]>>[OH:2][c:3]1[cH:4][cH:5][c:6]2[c:10]([cH:11]1)[NH:9][C:8](=[O:12])[CH2:7]2.